From a dataset of the Open Reaction Database (ORD), a public repository of structured organic reaction records. describe an organic reaction: reactants, conditions, products, and yield The reactants are N1N=NC2=C1C=CC=C2CC(=O)C2=C(C=C(C=C2)Cl)Cl (2-benzotriazolyl-1-(2,4-dichlorophenyl)ethan-1-one), COC(N(C)C)OC (dimethyl-formamide dimethyl acetal). The product is N1N=NC2=C1C=CC=C2C(C(=O)C2=C(C=C(C=C2)Cl)Cl)=CN(C)C (2-benzotriazolyl-1-(2,4-dichlorophenyl)-3-(dimethylamino)prop-2-en-1-one). Reaction SMILES: [NH:1]1[C:5]2[CH:6]=[CH:7][CH:8]=[C:9]([CH2:10][C:11]([C:13]3[CH:18]=[CH:17][C:16]([Cl:19])=[CH:15][C:14]=3[Cl:20])=[O:12])[C:4]=2[N:3]=[N:2]1.CO[CH:23](OC)[N:24]([CH3:26])[CH3:25]>>[NH:1]1[C:5]2[CH:6]=[CH:7][CH:8]=[C:9]([C:10](=[CH:23][N:24]([CH3:26])[CH3:25])[C:11]([C:13]3[CH:18]=[CH:17][C:16]([Cl:19])=[CH:15][C:14]=3[Cl:20])=[O:12])[C:4]=2[N:3]=[N:2]1. Procedure details: 2-benzotriazolyl-1-(2,4-dichlorophenyl)ethan-1-one was dissolved in dimethyl-formamide dimethyl acetal (5 mL) and the solution refluxed for 8 h. Evaporation of the solvent gave 2-benzotriazolyl-1-(2,4-dichlorophenyl)-3-(dimethylamino)prop-2-en-1-one as an air sensitive red solid which was used in the next step without further purification. The reactants are alkanes, [C-]#N.[Na+] (NaCN), ester, ClC1=CC=C(C=C1)C(C(=O)Cl)C(C)C (2-(4-chlorophenyl)-3-methylbutanoyl chloride), [C-]#N.[Na+] (sodium cyanide), O(C1=CC=CC=C1)C=1C=C(C=O)C=CC1 (3-phenoxybenzaldehyde), ClC1=CC=C(C=C1)C(C(=O)Cl)C(C)C (2-(4-chlorophenyl)-3-methylbutanoyl chloride), [C-]#N.[Na+] (sodium cyanide), O (water), aprotic solvent, O (water). The solvent is petroleum ether, C1=CC=CC=C1 (benzene). The product is ClC1=CC=C(C=C1)C(C(=O)OC(C1=CC(=CC=C1)OC1=CC=CC=C1)C#N)C(C)C (α-cyano-3-phenoxybenzyl 2-(4-chlorophenyl)-3-methylbutanoate). Reaction SMILES: [O:1]([C:8]1[CH:9]=[C:10]([CH:13]=[CH:14][CH:15]=1)[CH:11]=[O:12])[C:2]1[CH:7]=[CH:6][CH:5]=[CH:4][CH:3]=1.[Cl:16][C:17]1[CH:22]=[CH:21][C:20]([CH:23]([CH:27]([CH3:29])[CH3:28])[C:24](Cl)=[O:25])=[CH:19][CH:18]=1.[C-:30]#[N:31].[Na+].O>C1C=CC=CC=1>[Cl:16][C:17]1[CH:22]=[CH:21][C:20]([CH:23]([CH:27]([CH3:29])[CH3:28])[C:24]([O:12][CH:11]([C:30]#[N:31])[C:10]2[CH:13]=[CH:14][CH:15]=[C:8]([O:1][C:2]3[CH:3]=[CH:4][CH:5]=[CH:6][CH:7]=3)[CH:9]=2)=[O:25])=[CH:19][CH:18]=1 |f:2.3|. Procedure: A 50 ml round-bottomed flask equipped with a magnetic stirrer was charged with 10 mmol of 3-phenoxybenzaldehyde, 10.0 or 10.5 mmol of 2-(4-chlorophenyl)-3-methylbutanoyl chloride, 12 mmol of sodium cyanide, 0.02 ml of water and 20 ml of an aprotic solvent. The molar ratio of water to sodium cyanide was 0.105, solid NaCN being present. Thirteen experiments were conducted in this manner, see Table IV, stating which solvents were used. Experiments 1, 2, 3, 4, 8 and 9 were conducted with 10.0 and th... Solvent: CN(C)C=O (DMF). The reactants are TEA, FC1=CC=C(C=C1)N1C(=C(C=C1C1=CC=C(C=C1)S(=O)(=O)C)CCN)C (2-(1-(4-fluorophenyl)-2-methyl-5-(4-(methylsulphonyl)phenyl)-1H-pyrrol-3-yl)ethanamine), C(C1=CC=CC=C1)(=O)Cl (benzoyl chloride). Procedure: To a solution of 2-(1-(4-fluorophenyl)-2-methyl-5-(4-(methylsulphonyl)phenyl)-1H-pyrrol-3-yl)ethanamine (0.20 mmol) in dry DMF (10 mL) cooled at 0° C. and under an atmosphere of N2, TEA (0.20 mmol) was added and the mixture was stirred for 10 min. Then benzoyl chloride (0.20 mmol) was added at 0° C., and the reaction was stirred for 24 h at r.t.; the reaction mixture was washed with water, dried over Na2SO4 and evaporated to dryness in vacuo. The residue, purified by flash-chromatography (EtOAc/... The yield is 70.0%. RXN SMILES: [F:1][C:2]1[CH:7]=[CH:6][C:5]([N:8]2[C:12]([C:13]3[CH:18]=[CH:17][C:16]([S:19]([CH3:22])(=[O:21])=[O:20])=[CH:15][CH:14]=3)=[CH:11][C:10]([CH2:23][CH2:24][NH2:25])=[C:9]2[CH3:26])=[CH:4][CH:3]=1.[C:27](Cl)(=[O:34])[C:28]1[CH:33]=[CH:32][CH:31]=[CH:30][CH:29]=1>CN(C=O)C>[F:1][C:2]1[CH:3]=[CH:4][C:5]([N:8]2[C:12]([C:13]3[CH:18]=[CH:17][C:16]([S:19]([CH3:22])(=[O:20])=[O:21])=[CH:15][CH:14]=3)=[CH:11][C:10]([CH2:23][CH2:24][NH:25][C:27](=[O:34])[C:28]3[CH:33]=[CH:32][CH:31]=[CH:30][CH:29]=3)=[C:9]2[CH3:26])=[CH:6][CH:7]=1. Conditions: time 10 minute. The product is FC1=CC=C(C=C1)N1C(=C(C=C1C1=CC=C(C=C1)S(=O)(=O)C)CCNC(C1=CC=CC=C1)=O)C (N-[2-[1-(4-Fluorophenyl)-2-methyl-5-(4-(methylsulphonyl)phenyl)-1H-pyrrol-3-yl]ethyl]benzamide). The reactants are C(CCCCCCCCCCCCCCC)NC1=CC=C(C(=O)O)C=C1 (4-(hexadecylamino)benzoic acid), C(OC)COC.C(Cl)Cl (dimethoxyethane methylene chloride). The product is Cl.C(CCCCCCCCCCCCCCC)NC1=CC=C(C(=O)Cl)C=C1 (4-(hexadecylamino)benzoyl chloride hydrochloride). Reaction SMILES: [CH2:1]([NH:17][C:18]1[CH:26]=[CH:25][C:21]([C:22](O)=[O:23])=[CH:20][CH:19]=1)[CH2:2][CH2:3][CH2:4][CH2:5][CH2:6][CH2:7][CH2:8][CH2:9][CH2:10][CH2:11][CH2:12][CH2:13][CH2:14][CH2:15][CH3:16].C(COC)OC.C(Cl)[Cl:34]>>[ClH:34].[CH2:1]([NH:17][C:18]1[CH:26]=[CH:25][C:21]([C:22]([Cl:34])=[O:23])=[CH:20][CH:19]=1)[CH2:2][CH2:3][CH2:4][CH2:5][CH2:6][CH2:7][CH2:8][CH2:9][CH2:10][CH2:11][CH2:12][CH2:13][CH2:14][CH2:15][CH3:16] |f:1.2,3.4|. Procedure details: A cold solution of 25 g. of 4-(hexadecylamino)benzoic acid in 500 ml. of dimethoxyethane-methylene chloride (4:1) is prepared and dry hydrochloric acid is bubbled through the solution until no more precipitate forms. The solution is treated with 25 ml. of thionyl chloride and refluxed until all of the precipitate has re-dissolved. The solvents are evaporated to yield an orange, semi-crystalline mass.